This data is from the Open Reaction Database (ORD), a public repository of structured organic reaction records. The task is: describe an organic reaction: reactants, conditions, products, and yield The reactants are CN1C(N(C(=CC1=O)S)CCC)=O (3-Methyl-1-propyl-6-mercaptopyrimidine-2,4(1H,3H)-dione), C([O-])([O-])=O.[K+].[K+] (potassium carbonate), Cl (HCl), BrCC(C(=O)OCC)=O (Ethyl bromopyruvate). The reagents and catalysts are [Ti](Cl)(Cl)(Cl)Cl (Titanium tetrachloride). Solvent: O (water), O (water), CN(C=O)C (dimethylformamide), ClCCl (dichloromethane). Run at time 10 minute. Product: CN1C(N(C2=C(C1=O)C(=CS2)C(=O)OCC)CCC)=O (Ethyl 3-methyl-2,4-dioxo-1-propyl-1,2,3,4-tetrahydrothieno[2,3-d]pyrimidine-5-carboxylate). Reaction SMILES: [CH3:1][N:2]1[C:7](=[O:8])[CH:6]=[C:5]([SH:9])[N:4]([CH2:10][CH2:11][CH3:12])[C:3]1=[O:13].C(=O)([O-])[O-].[K+].[K+].Br[CH2:21][C:22](=O)[C:23]([O:25][CH2:26][CH3:27])=[O:24].Cl>CN(C)C=O.ClCCl.[Ti](Cl)(Cl)(Cl)Cl.O>[CH3:1][N:2]1[C:7](=[O:8])[C:6]2[C:22]([C:23]([O:25][CH2:26][CH3:27])=[O:24])=[CH:21][S:9][C:5]=2[N:4]([CH2:10][CH2:11][CH3:12])[C:3]1=[O:13] |f:1.2.3|. Procedure: The product of step b) (6.95 g) in dry dimethylformamide (100 ml) was added potassium carbonate (2.4 g) and stirred for 10 min. Ethyl bromopyruvate (5 ml) was added and was stirred under nitrogen at room temperature for 2 h. The reaction was poured into water (1 L), acidified (2M HCl) and extracted with ethyl acetate. The organic extracts were washed with brine (100 ml). Drying and evaporation afforded an oil. The oil was dissolved in dichloromethane (100 ml) and cooled in ice whilst stirring. T... The reactants are C(C)(C)(C)OC(=O)N1CC2(C1)CN(C2)CCO (tert-Butyl-6-(2-hydroxyethyl)-2,6-diazaspiro[3.3]heptane-2-carboxylate), [H-].[Al+3].[Li+].[H-].[H-].[H-] (Lithium aluminum hydride). Solvent: C1CCOC1 (THF). Conditions: temperature 0 celsius, time 2 hour. Product: CN1CC2(CN(C2)CCO)C1 (2-(6-methyl-2,6-diazaspiro[3.3]heptan-2-yl)ethanol). Isolated yield 67.0%. As a reaction SMILES: C(O[C:6]([N:8]1[CH2:11][C:10]2([CH2:14][N:13]([CH2:15][CH2:16][OH:17])[CH2:12]2)[CH2:9]1)=O)(C)(C)C.[H-].[Al+3].[Li+].[H-].[H-].[H-]>C1COCC1>[CH3:6][N:8]1[CH2:11][C:10]2([CH2:14][N:13]([CH2:15][CH2:16][OH:17])[CH2:12]2)[CH2:9]1 |f:1.2.3.4.5.6|. Procedure details: tert-Butyl-6-(2-hydroxyethyl)-2,6-diazaspiro[3.3]heptane-2-carboxylate (0.620 g, 2.56 mmol) was dissolved in dry THF (13 mL) and chilled to 0° C. Lithium aluminum hydride (7.68 mL, 7.68 mmol, 1M in THF) was added by syringe. Once addition was complete, the mixture was brought to reflux for 16 hours. The reaction was cooled to 0° C., quenched with 291 μL of water, 291 μL of 15% aq. NaOH, and 873 μL of water, stirred vigorously for two hours, and then filtered. The filtrate was concentrated under ...